This data is from the Open Reaction Database (ORD), a public repository of structured organic reaction records. The task is: describe an organic reaction: reactants, conditions, products, and yield Reactants: N(=NC(=O)OCC)C(=O)OCC (Diethyl azodicarboxylate), ClC=1C=CC=2N(C(C3=C(N(C2N1)CC)N=CC(=C3)CCO)=O)C (2-chloro-5,11-dihydro-11-ethyl-8-(2-hydroxyethyl)-5-methyl-6H-dipyrido[3,2-b:2′,3′-e][1,4]diazepin-6-one), OC1=C2C=CC=NC2=CC=C1 (5-hydroxyquinoline), C1=CC=C(C=C1)P(C2=CC=CC=C2)C3=CC=CC=C3 (Ph3P), C1=CC(=CC(=C1)Cl)C(=O)OO (mCPBA). Solvent: C1CCOC1 (THF), C1CCOC1 (THF). Reaction conditions: time 3 hour. The product is ClC=1C=CC=2N(C(C3=C(N(C2N1)CC)N=CC(=C3)CCOC3=C1C=CC=[N+](C1=CC=C3)[O-])=O)C (2-Chloro-5,11-dihydro-11-ethyl-5-methyl-8-{2-{(1-oxido-5-quinolinyl)-oxy}ethyl}-6H-dipyrido[3,2-b:2′,3′-e] [1,4]diazepin-6-one). Isolated yield 34.9%. As a reaction SMILES: N(C(OCC)=O)=NC(OCC)=[O:4].[Cl:13][C:14]1[CH:15]=[CH:16][C:17]2[N:18]([CH3:35])[C:19](=[O:34])[C:20]3[CH:30]=[C:29]([CH2:31][CH2:32][OH:33])[CH:28]=[N:27][C:21]=3[N:22]([CH2:25][CH3:26])[C:23]=2[N:24]=1.O[C:37]1[CH:46]=[CH:45][CH:44]=[C:43]2[C:38]=1[CH:39]=[CH:40][CH:41]=[N:42]2.C1C=CC(P(C2C=CC=CC=2)C2C=CC=CC=2)=CC=1.C1C=C(Cl)C=C(C(OO)=O)C=1>C1COCC1>[Cl:13][C:14]1[CH:15]=[CH:16][C:17]2[N:18]([CH3:35])[C:19](=[O:34])[C:20]3[CH:30]=[C:29]([CH2:31][CH2:32][O:33][C:37]4[CH:46]=[CH:45][CH:44]=[C:43]5[C:38]=4[CH:39]=[CH:40][CH:41]=[N+:42]5[O-:4])[CH:28]=[N:27][C:21]=3[N:22]([CH2:25][CH3:26])[C:23]=2[N:24]=1. Procedure: Diethyl azodicarboxylate (DEAD) (160 μL, 1.01 mmol) was added drop-wise to a solution of 2-chloro-5,11-dihydro-11-ethyl-8-(2-hydroxyethyl)-5-methyl-6H-dipyrido[3,2-b:2′,3′-e][1,4]diazepin-6-one (225 mg, 0.68 mmol), 5-hydroxyquinoline (147 mg, 1.01 mmol) and Ph3P (266 mg, 1.01 mmol) in THF (3.4 mL) at room temperature. The mixture was stirred at room temperature for 3 h then was concentrated under reduced pressure. The residue was partially purified by flash chromatography (EtOAc:MeOH; 95:5). The... The reactants are [Al+3], ClCCl, COc1ccccc1, CCOCC, CCOC(C)=O, Cc1ccc(C(=O)Cl)cc1S(N)(=O)=O, [Cl-], [Cl-], [Cl-]. Product: COc1ccc(C(=O)c2ccc(C)c(S(N)(=O)=O)c2)cc1. RXN SMILES: [Al+3:2].[CH2:32]([Cl:33])[Cl:34].[CH3:19][O:20][c:21]1[cH:22][cH:23][cH:24][cH:25][cH:26]1.[CH3:27][CH2:28][O:29][CH2:30][CH3:31].[CH3:35][CH2:36][O:37][C:38](=[O:39])[CH3:40].[CH3:5][c:6]1[c:7]([S:15]([NH2:16])(=[O:17])=[O:18])[cH:8][c:9]([C:10](=[O:11])[Cl:12])[cH:13][cH:14]1.[Cl-:1].[Cl-:3].[Cl-:4]>>[CH3:5][c:6]1[c:7]([S:15]([NH2:16])(=[O:17])=[O:18])[cH:8][c:9]([C:10](=[O:11])[c:24]2[cH:23][cH:22][c:21]([O:20][CH3:19])[cH:26][cH:25]2)[cH:13][cH:14]1. Procedure details: A 1-L flask equipped with a stirrer was charged with 110 g (0.56 mol) of the 2,6-bis(acetoxy)-8-thiatricyclo[2.2.1.13,5]octane prepared in REFERENCE PRODUCTION EXAMPLE 1 and 600 mL of methanol, to which 84 g (1.0 mol) of sodium hydrogen carbonate was added with stirring. The mixture was heated to a temperature at which methanol served as the reflux, at which it was held for 4 hours. It was then cooled to room temperature and filtered to remove the residue. Starting materials: C(C)(=O)OC1C2C(C3C(C1S3)C2)OC(C)=O (2,6-bis(acetoxy)-8-thiatricyclo[2.2.1.13,5]octane), C(O)([O-])=O.[Na+] (sodium hydrogen carbonate). Reaction SMILES: C([O:4][CH:5]1[CH:10]2[S:11][CH:8]3[CH:9]2[CH2:12][CH:6]1[CH:7]3[O:13]C(=O)C)(=O)C.C(=O)([O-])O.[Na+]>CO>[OH:13][CH:7]1[CH:8]2[S:11][CH:10]3[CH:9]2[CH2:12][CH:6]1[CH:5]3[OH:4] |f:1.2|. The product is OC1C2C(C3C(C1S3)C2)O (2,6-dihydroxy-8-thiatricyclo[2.2.1.13,5]octane). Run at time 4 hour. The solvent is CO (methanol), CO (methanol). Starting materials: C1(CCC(=O)O1)=O (Succinic anhydride), [Cl-].[Al+3].[Cl-].[Cl-] (aluminum chloride), C(CCCC)C1=CC=CC=C1 (pentylbenzene). Procedure: Succinic anhydride (8.6 g; 0.1 mole) is reacted with pentylbenzene (100 ml) and aluminum chloride (29 g; 0.22 mole) and the product isolated by the manner described in Example 3. Recrystallization from aqueous ethanol gives 3-(4-n-pentylbenzoyl)propanoic acid (17 g) as colorless crystals, m.p. 98°-100° C. The product is C(CCCC)C1=CC=C(C(=O)CCC(=O)O)C=C1 (3-(4-n-pentylbenzoyl)propanoic acid). RXN SMILES: [C:1]1(=[O:7])[O:6][C:4](=[O:5])[CH2:3][CH2:2]1.[Cl-].[Al+3].[Cl-].[Cl-].[CH2:12]([C:17]1[CH:22]=[CH:21][CH:20]=[CH:19][CH:18]=1)[CH2:13][CH2:14][CH2:15][CH3:16]>>[CH2:12]([C:17]1[CH:18]=[CH:19][C:20]([C:1]([CH2:2][CH2:3][C:4]([OH:6])=[O:5])=[O:7])=[CH:21][CH:22]=1)[CH2:13][CH2:14][CH2:15][CH3:16] |f:1.2.3.4|. Reactants: CC(N)=O, COc1cc(N=C=O)cc(OC)c1OC, CC(C)=O. Yields the product COc1cc(N(C(C)=O)C(N)=O)cc(OC)c1OC. RXN SMILES: [CH3:16][C:17]([NH2:18])=[O:19].[CH3:1][O:2][c:3]1[cH:4][c:5]([N:13]=[C:14]=[O:15])[cH:6][c:7]([O:11][CH3:12])[c:8]1[O:9][CH3:10].[CH3:20][C:21]([CH3:22])=[O:23]>>[CH3:1][O:2][c:3]1[cH:4][c:5]([N:13]([C:14](=[O:15])[NH2:18])[C:21]([CH3:20])=[O:23])[cH:6][c:7]([O:11][CH3:12])[c:8]1[O:9][CH3:10]. The reactants are NCC1CN(CCOC1C1=CC(=C(C=C1)Cl)Cl)C(=O)OC(C)(C)C (tert-butyl (6RS,7SR)-6-(aminomethyl)-7-(3,4-dichlorophenyl)-1,4-oxazepane-4-carboxylate), C(C)N=C=O (ethyl isocyanate). Yields the product Cl.ClC=1C=C(C=CC1Cl)C1C(CNCCO1)CNC(=O)NCC (1-{[(6RS,7RS)-7-(3,4-dichlorophenyl)-1,4-oxazepan-6-yl]methyl}-3-ethylurea monohydrochloride). As a reaction SMILES: [NH2:1][CH2:2][CH:3]1[CH:9]([C:10]2[CH:15]=[CH:14][C:13]([Cl:16])=[C:12]([Cl:17])[CH:11]=2)[O:8][CH2:7][CH2:6][N:5](C(OC(C)(C)C)=O)[CH2:4]1.[CH2:25]([N:27]=[C:28]=[O:29])[CH3:26]>>[ClH:16].[Cl:17][C:12]1[CH:11]=[C:10]([CH:9]2[O:8][CH2:7][CH2:6][NH:5][CH2:4][CH:3]2[CH2:2][NH:1][C:28]([NH:27][CH2:25][CH3:26])=[O:29])[CH:15]=[CH:14][C:13]=1[Cl:16] |f:2.3|. Procedure: Using tert-butyl (6RS,7SR)-6-(aminomethyl)-7-(3,4-dichlorophenyl)-1,4-oxazepane-4-carboxylate and ethyl isocyanate, and in the same manner as in Example 3, steps D and E, the title compound was obtained.